Dataset: the Open Reaction Database (ORD), a public repository of structured organic reaction records. Task: describe an organic reaction: reactants, conditions, products, and yield The reactants are BrCC#N (bromoacetonitrile), N1(CCCCC1)CC(=O)OCC (ethyl 1-piperidine acetate), solution, C(C)(C)[N-]C(C)C.[Li+] (lithium diisopropylamide), CCCCCCC.C1CCOC1.C(C)C1=CC=CC=C1 (heptane THF ethylbenzene). Solvent: C1CCOC1 (THF), C(C)(=O)OCC (ethyl acetate). Conditions: temperature -78 celsius, time 20 minute. Yields the product C(C)OC(C(CC#N)N1CCCCC1)=O (3-Cyano-2-piperidin-1-yl-propionic acid ethyl ester). Isolated yield 27.0%. RXN SMILES: [N:1]1([CH2:7][C:8]([O:10][CH2:11][CH3:12])=[O:9])[CH2:6][CH2:5][CH2:4][CH2:3][CH2:2]1.[CH:13]([N-:16]C(C)C)(C)[CH3:14].[Li+].CCCCCCC.C1COCC1.C(C1C=CC=CC=1)C.BrCC#N>C1COCC1.C(OCC)(=O)C>[CH2:11]([O:10][C:8](=[O:9])[CH:7]([N:1]1[CH2:6][CH2:5][CH2:4][CH2:3][CH2:2]1)[CH2:14][C:13]#[N:16])[CH3:12] |f:1.2,3.4.5|. Reported procedure: Treat a −78° C. solution of ethyl 1-piperidine acetate (20.0 g, 0.117 mol) in THF (200 mL) with a 2M solution of lithium diisopropylamide in heptane/THF/ethylbenzene (70.1 mL, 0.140 mol) and stir at −78° C. for 20 minutes under N2. Treat the reaction with bromoacetonitrile (21.00 g, 0.175 mol) and stir at −78° C. for 15 minutes. Warm the reaction to room temperature and stir 4 hours. Quench the reaction into saturated ammonium chloride. Dilute the reaction with ethyl acetate and wash with water.... Reactants: NC=1C=C(OC2=C(C(=NC=N2)N)C2=CC=C(C=C2)OC2=CC=CC=C2)C=CC1 (6-(3-aminophenoxy)-5-(4-phenoxyphenyl)pyrimidin-4-amine), Cl.CN(C/C=C/C(=O)O)C ((E)-4-(dimethylamino)but-2-enoic acid hydrochloride). Product: NC1=C(C(=NC=N1)OC=1C=C(C=CC1)NC(\C=C\CN(C)C)=O)C1=CC=C(C=C1)OC1=CC=CC=C1 ((E)-N-(3-((6-amino-5-(4-phenoxyphenyl)pyrimidin-4-yl)oxy)phenyl)-4-(dimethylamino)but-2-enamide). The yield is 22.0%. RXN SMILES: [NH2:1][C:2]1[CH:3]=[C:4]([CH:26]=[CH:27][CH:28]=1)[O:5][C:6]1[N:11]=[CH:10][N:9]=[C:8]([NH2:12])[C:7]=1[C:13]1[CH:18]=[CH:17][C:16]([O:19][C:20]2[CH:25]=[CH:24][CH:23]=[CH:22][CH:21]=2)=[CH:15][CH:14]=1.Cl.[CH3:30][N:31]([CH3:38])[CH2:32]/[CH:33]=[CH:34]/[C:35](O)=[O:36]>>[NH2:12][C:8]1[N:9]=[CH:10][N:11]=[C:6]([O:5][C:4]2[CH:3]=[C:2]([NH:1][C:35](=[O:36])/[CH:34]=[CH:33]/[CH2:32][N:31]([CH3:38])[CH3:30])[CH:28]=[CH:27][CH:26]=2)[C:7]=1[C:13]1[CH:14]=[CH:15][C:16]([O:19][C:20]2[CH:25]=[CH:24][CH:23]=[CH:22][CH:21]=2)=[CH:17][CH:18]=1 |f:1.2|. Procedure: (E)-N-(3-((6-amino-5-(4-phenoxyphenyl)pyrimidin-4-yl)oxy)phenyl)-4-(dimethylamino)but-2-enamide was prepared from 6-(3-aminophenoxy)-5-(4-phenoxyphenyl)pyrimidin-4-amine and (E)-4-(dimethylamino)but-2-enoic acid hydrochloride using Method E (22% yield). HPLC: 98%, RT=3.556 min. MS: m/z=482 [M+H]+, RT=3.53 min. 1H-NMR (DMSO-d6) δ 10.34 (s, 1H), 9.73 (s, 1H), 8.04 (s, 1H), 7.45 (s, 1H), 7.41-7.36 (m, 5H), 7.29 (t, 1H), 7.15 (t, 1H), 7.09-7.06 (m, 4H), 6.78 (d, 1H), 6.74-6.68 (m, 1H), 6.50 (broad s... The reactants are BrC=1C=C(C(=C(C1)C(C)=O)OCC1OC1)Cl (1-[5-bromo-3-chloro-2-(oxiran-2-ylmethoxy)phenyl]ethanone), C1=CC(=CC(=C1)Cl)C(=O)OO (m-CPBA), C1=CC(=CC(=C1)Cl)C(=O)OO (m-CPBA). Run in C(Cl)Cl (DCM). Reaction conditions: temperature 50 celsius. The product is C(C)(=O)OC1=C(C(=CC(=C1)Br)Cl)OCC1OC1 (5-BROMO-3-CHLORO-2-(OXIRAN-2-YLMETHOXY)PHENYL ACETATE). Yield: 149.9%. RXN SMILES: [Br:1][C:2]1[CH:3]=[C:4]([Cl:16])[C:5]([O:11][CH2:12][CH:13]2[CH2:15][O:14]2)=[C:6](C(=O)C)[CH:7]=1.C1C=C(Cl)C=[C:19]([C:24]([O:26]O)=[O:25])C=1>C(Cl)Cl>[C:24]([O:26][C:6]1[CH:7]=[C:2]([Br:1])[CH:3]=[C:4]([Cl:16])[C:5]=1[O:11][CH2:12][CH:13]1[CH2:15][O:14]1)(=[O:25])[CH3:19]. Procedure details: A solution of 1-[5-bromo-3-chloro-2-(oxiran-2-ylmethoxy)phenyl]ethanone (1.7 g, 5.6 mmol) and m-CPBA (2.4 g, 14 mmol) in DCM (30 ml) was heated to 50° C. After 22 h more m-CPBA (2.4 g, 14 mmol) was added and the mixture was heated at 50° C. for another 44 h and then brought to ambient temperature. The solid was filtered off and rinsed. The resulting filtrate was washed with sodium bicarbonate (saturated), brine and further dried (Na2SO4) and evaporated to dryness to give the crude title compound... Reported procedure: In a 2 L round bottom flask combine 3-chloro-6-pyridazinamine (43.2 g, 333.5 mmol), toluene (500 mL), and N,N-dimethylacetamide dimethyl acetal (67.8 mL, 1.25 equiv.). Attach a reflux condenser then heat to reflux for 2 h. Let cool to RT. Concentrate in vacuo. Triturate the crude material with hexanes and filter to isolate the title compound (60.4 g, 91%) as a light tan solid. MS=199.0 (M+1). Yield: 91.0%. As a reaction SMILES: [Cl:1][C:2]1[N:3]=[N:4][C:5]([NH2:8])=[CH:6][CH:7]=1.CO[C:11](OC)([N:13]([CH3:15])[CH3:14])[CH3:12]>C1(C)C=CC=CC=1>[Cl:1][C:2]1[N:3]=[N:4][C:5](/[N:8]=[C:11](/[N:13]([CH3:15])[CH3:14])\[CH3:12])=[CH:6][CH:7]=1. Starting materials: ClC=1N=NC(=CC1)N (3-chloro-6-pyridazinamine), COC(C)(N(C)C)OC (N,N-dimethylacetamide dimethyl acetal). Run in C1(=CC=CC=C1)C (toluene). Product: ClC1=CC=C(N=N1)/N=C(\C)/N(C)C ((E)-N′-(6-Chloropyridazin-3-yl)-N,N-dimethylacetimidamide). Reactants: COC=1C=C(C(C(=O)O)=CC1)O (4-methoxysalicylic acid), C([O-])(O)=O.[Na+] (sodium bicarbonate), S(=O)(=O)(OC)OC (dimethyl sulfate). The solvent is CC(=O)C (acetone), CCOCC (ether), C1(=CC=CC=C1)C (toluene). Reaction conditions: time 20 hour. Yields the product COC(C=1C(O)=CC(=CC1)OC)=O (Methyl-4-methoxysalicylate). The yield is 98858.8%. Reaction SMILES: [CH3:1][O:2][C:3]1[CH:4]=[C:5]([OH:12])[C:6](=[CH:10][CH:11]=1)[C:7]([OH:9])=[O:8].[C:13](=O)(O)[O-].[Na+].S(OC)(OC)(=O)=O>CC(C)=O.CCOCC.C1(C)C=CC=CC=1>[CH3:13][O:8][C:7](=[O:9])[C:6]1[C:5](=[CH:4][C:3]([O:2][CH3:1])=[CH:11][CH:10]=1)[OH:12] |f:1.2|. Procedure details: A mixture of 4-methoxysalicylic acid (Aldrich) (178.1 g, 1.06 mmole) sodium bicarbonate (89 g, 1.06 mole), and dimethyl sulfate (133.6 g, 1.06 mole) in acetone (2 l) is refluxed with stirring under nitrogen for 20 hours. The mixture is cooled, filtered, and the acetone is removed under reduced pressure to yield an oily residue. The residue is taken up in ether (1.8 l) and toluene (0.50 l). The extracts are washed with sodium bicarbonate solution, water, dried over sodium sulfate, and concentrate...